From a dataset of the Open Reaction Database (ORD), a public repository of structured organic reaction records. describe an organic reaction: reactants, conditions, products, and yield Reactants: N1=C(C=CC=C1)CN(CCCCCNC(OC(C)(C)C)=O)CC1=NC=CC=C1 (tert-butyl 5-(bis(pyridin-2-ylmethyl)amino)pentylcarbamate). Solvent: C(Cl)Cl (DCM), C(=O)(C(F)(F)F)O (TFA). Product: N1=C(C=CC=C1)CN(CCCCCN)CC1=NC=CC=C1 (N,N-bis(pyridin-2-ylmethyl)pentane-1,5-diamine). As a reaction SMILES: [N:1]1[CH:6]=[CH:5][CH:4]=[CH:3][C:2]=1[CH2:7][N:8]([CH2:22][C:23]1[CH:28]=[CH:27][CH:26]=[CH:25][N:24]=1)[CH2:9][CH2:10][CH2:11][CH2:12][CH2:13][NH:14]C(=O)OC(C)(C)C>C(Cl)Cl.C(O)(C(F)(F)F)=O>[N:1]1[CH:6]=[CH:5][CH:4]=[CH:3][C:2]=1[CH2:7][N:8]([CH2:22][C:23]1[CH:28]=[CH:27][CH:26]=[CH:25][N:24]=1)[CH2:9][CH2:10][CH2:11][CH2:12][CH2:13][NH2:14]. Reported procedure: A solution of tert-butyl 5-(bis(pyridin-2-ylmethyl)amino)pentylcarbamate (0.63 g, 1.64 mmol) in DCM (10 mL) and TFA (1.0 mL) was stirred at room temperature for 3 h. Upon completion the solvent was evaporated and the reaction mixture was diluted with DCM, washed with saturated aqueous potassium carbonate and concentrated under vacuum to afford N,N-bis(pyridin-2-ylmethyl)pentane-1,5-diamine. A solution of the above product N,N-bis(pyridin-2-ylmethyl)pentane-1,5-diamine, 4-isothiocyanatobenzenesul... Reactants: C(#N)C=1C=C(C=CC1)B(O)O (3-cyanobenzeneboronic acid), BrC1=CC=C(C=C1)O[C@@H](C(C)C)[C@@H](CCC=1C=NC=CC1)O ((3S,4R)-3-(4-bromophenyloxy)-2-methyl-6-(3-pyridyl)hexan-4-ol), C([O-])([O-])=O.[Na+].[Na+] (sodium carbonate). Reagents/catalysts: C=1C=CC(=CC1)[P](C=2C=CC=CC2)(C=3C=CC=CC3)[Pd]([P](C=4C=CC=CC4)(C=5C=CC=CC5)C=6C=CC=CC6)([P](C=7C=CC=CC7)(C=8C=CC=CC8)C=9C=CC=CC9)[P](C=1C=CC=CC1)(C=1C=CC=CC1)C=1C=CC=CC1 (tetrakis(triphenylphosphine)palladium(0)). Run in C(C)O (ethanol). Reaction conditions: temperature 90 celsius. Yields the product O[C@@H]([C@@H](OC1=CC=C(C=C1)C1=CC(=CC=C1)C#N)C(C)C)CCC=1C=NC=CC1 ((1S,2R)-4′-(2-Hydroxy-1-isopropyl-4-pyridin-3-yl-butoxy)biphenyl-3-carbonitrile). The yield is 56.6%. RXN SMILES: [C:1]([C:3]1[CH:4]=[C:5](B(O)O)[CH:6]=[CH:7][CH:8]=1)#[N:2].Br[C:13]1[CH:18]=[CH:17][C:16]([O:19][C@H:20]([C@H:24]([OH:33])[CH2:25][CH2:26][C:27]2[CH:28]=[N:29][CH:30]=[CH:31][CH:32]=2)[CH:21]([CH3:23])[CH3:22])=[CH:15][CH:14]=1.C(=O)([O-])[O-].[Na+].[Na+]>C(O)C.C1C=CC([P]([Pd]([P](C2C=CC=CC=2)(C2C=CC=CC=2)C2C=CC=CC=2)([P](C2C=CC=CC=2)(C2C=CC=CC=2)C2C=CC=CC=2)[P](C2C=CC=CC=2)(C2C=CC=CC=2)C2C=CC=CC=2)(C2C=CC=CC=2)C2C=CC=CC=2)=CC=1>[OH:33][C@H:24]([CH2:25][CH2:26][C:27]1[CH:28]=[N:29][CH:30]=[CH:31][CH:32]=1)[C@H:20]([CH:21]([CH3:23])[CH3:22])[O:19][C:16]1[CH:17]=[CH:18][C:13]([C:5]2[CH:6]=[CH:7][CH:8]=[C:3]([C:1]#[N:2])[CH:4]=2)=[CH:14][CH:15]=1 |f:2.3.4,^1:46,48,67,86|. Reported procedure: Prepared according to the method described in Example 12b) from 3-cyanobenzeneboronic acid (0.40 g), (3S,4R)-3-(4-bromophenyloxy)-2-methyl-6-(3-pyridyl)hexan-4-ol (0.90 g, Example 61d)), 2M aqueous sodium carbonate (2.72 ml) and tetrakis(triphenylphosphine)palladium(0) (0.160 g) in ethanol (4 ml). The reaction mixture was heated at 90° C. for 4 hours. After cooling, the solution was poured onto water, and extracted with ethyl acetate. The combined extracts were washed with brine, dried over magn... Yields the product FC(OC1=CC=C(C=C1)C1=CC(=NC=C1)C1=CC=C(C=O)C=C1)(F)F (4-[4-(4-trifluoromethoxyphenyl)-pyridin-2-yl]-benzaldehyde). As a reaction SMILES: Cl[C:2]1[CH:7]=[C:6]([C:8]2[CH:13]=[CH:12][C:11]([O:14][C:15]([F:18])([F:17])[F:16])=[CH:10][CH:9]=2)[CH:5]=[CH:4][N:3]=1.ClC1C=C(I)C=CN=1.[CH:27]([C:29]1[CH:34]=[CH:33][C:32](B(O)O)=[CH:31][CH:30]=1)=[O:28].C(=O)([O-])[O-].[K+].[K+]>CCOC(C)=O.C1C=CC([P]([Pd]([P](C2C=CC=CC=2)(C2C=CC=CC=2)C2C=CC=CC=2)([P](C2C=CC=CC=2)(C2C=CC=CC=2)C2C=CC=CC=2)[P](C2C=CC=CC=2)(C2C=CC=CC=2)C2C=CC=CC=2)(C2C=CC=CC=2)C2C=CC=CC=2)=CC=1.O1CCOCC1>[F:16][C:15]([F:18])([F:17])[O:14][C:11]1[CH:12]=[CH:13][C:8]([C:6]2[CH:5]=[CH:4][N:3]=[C:2]([C:32]3[CH:33]=[CH:34][C:29]([CH:27]=[O:28])=[CH:30][CH:31]=3)[CH:7]=2)=[CH:9][CH:10]=1 |f:3.4.5,^1:53,55,74,93|. The reagents and catalysts are C=1C=CC(=CC1)[P](C=2C=CC=CC2)(C=3C=CC=CC3)[Pd]([P](C=4C=CC=CC4)(C=5C=CC=CC5)C=6C=CC=CC6)([P](C=7C=CC=CC7)(C=8C=CC=CC8)C=9C=CC=CC9)[P](C=1C=CC=CC1)(C=1C=CC=CC1)C=1C=CC=CC1 (tetrakis(triphenylphosphine)palladium(0)). The reactants are ClC1=NC=CC(=C1)C1=CC=C(C=C1)OC(F)(F)F (2-Chloro-4-(4-trifluoromethoxyphenyl)-pyridine), C([O-])([O-])=O.[K+].[K+] (potassium carbonate), ClC1=NC=CC(=C1)I (2-chloro-4-iodopyridine), C(=O)C1=CC=C(C=C1)B(O)O (4-formylphenyl boronic acid). The solvent is CCOC(=O)C (EtOAc), O1CCOCC1 (dioxane). The yield is 63.6%. Procedure details: 2-Chloro-4-(4-trifluoromethoxyphenyl)-pyridine (0.55 mmol) starting from 2-chloro-4-iodopyridine, 4-formylphenyl boronic acid (0.82 mmol), tetrakis(triphenylphosphine)palladium(0) (0.005 mmol), 2M potassium carbonate (0.55 mL) and dioxane (3 mL) were combined in a vial and irradiated by microwave for 15 min at 150° C. The reaction mixture was taken up in EtOAc and washed with brine. The organic layer was dried over magnesium sulfate, was filtered and the solvent removed in vacuo. Purification by... Starting materials: IN1C(CCC1=O)=O (N-Iodosuccinimide), COC(=O)C=1N(C=CC1)[Si](C(C)C)(C(C)C)C(C)C (2-methoxycarbonyl-1-triisopropylsilylpyrrole). Run in O1CCCC1 (tetrahydrofuran). Run at time 2 day. The product is IC1=CN(C(=C1)C(=O)OC)[Si](C(C)C)(C(C)C)C(C)C (3-iodo-5-methoxycarbonyl-1-triisopropylsilylpyrrole). The yield is 88.4%. As a reaction SMILES: [I:1]N1C(=O)CCC1=O.[CH3:9][O:10][C:11]([C:13]1[N:14]([Si:18]([CH:25]([CH3:27])[CH3:26])([CH:22]([CH3:24])[CH3:23])[CH:19]([CH3:21])[CH3:20])[CH:15]=[CH:16][CH:17]=1)=[O:12]>O1CCCC1>[I:1][C:16]1[CH:17]=[C:13]([C:11]([O:10][CH3:9])=[O:12])[N:14]([Si:18]([CH:22]([CH3:24])[CH3:23])([CH:19]([CH3:21])[CH3:20])[CH:25]([CH3:27])[CH3:26])[CH:15]=1. Procedure: N-Iodosuccinimide (653 mg, 2.9 mmol) was added to a stirred solution of 2-methoxycarbonyl-1-triisopropylsilylpyrrole (815 g, 2.9 mmol) in tetrahydrofuran (20 mL). The reaction mixture was stirred at room temperature for two days. The solvent was then removed in vacuo and the oily residue suspended in hexanes (50 mL) with vigorous stirring. The insoluble solid was removed by filtration and the filtrate concentrated in vacuo. Purification of the residue by column chromatography using hexanes gave ... Product: COP(=O)(CC(=O)COc1cccc(C(F)(F)F)c1)OC. RXN SMILES: [CH2:13]([Li:14])[CH2:15][CH2:16][CH3:17].[CH3:1][P:2]([O:3][CH3:4])([O:5][CH3:6])=[O:7].[CH3:35][CH2:36][CH2:37][CH2:38][CH2:39][CH3:40].[CH3:41][C:42](=[O:43])[OH:44].[F:18][C:19]([c:20]1[cH:21][c:22]([O:23][CH2:24][C:25](=[O:26])[O:27][CH2:28][CH3:29])[cH:30][cH:31][cH:32]1)([F:33])[F:34].[O:8]1[CH2:9][CH2:10][CH2:11][CH2:12]1>>[CH2:1]([P:2]([O:3][CH3:4])([O:5][CH3:6])=[O:7])[C:25]([CH2:24][O:23][c:22]1[cH:21][c:20]([C:19]([F:18])([F:33])[F:34])[cH:32][cH:31][cH:30]1)=[O:26]. Reactants: [Li]CCCC, COP(C)(=O)OC, CCCCCC, CC(=O)O, CCOC(=O)COc1cccc(C(F)(F)F)c1, C1CCOC1.